This data is from the Open Reaction Database (ORD), a public repository of structured organic reaction records. The task is: describe an organic reaction: reactants, conditions, products, and yield The reactants are C(Br)(Br)(Br)Br (carbon tetrabromide), C1(=CC=CC=C1)P(C1=CC=CC=C1)C1=CC=CC=C1 (triphenylphosphine), [Si](C)(C)(C(C)(C)C)OCC1CC=C(C1)CO ((4-t-Butyldimethylsilyloxymethylcyclopent-1-en-1-yl)methyl alcohol). The solvent is ClCCl (dichloromethane). Conditions: temperature 0 celsius, time 30 minute. Product: [Si](C)(C)(C(C)(C)C)OCC1CC=C(C1)CBr ((4-t-Butyldimethylsilyloxymethylcyclopent-1-en-1-yl)methyl bromide). Isolated yield 49.6%. As a reaction SMILES: [C:1]([Br:5])(Br)(Br)Br.C1(P(C2C=CC=CC=2)C2C=CC=CC=2)C=CC=CC=1.[Si:25]([O:32][CH2:33][CH:34]1[CH2:38][C:37](CO)=[CH:36][CH2:35]1)([C:28]([CH3:31])([CH3:30])[CH3:29])([CH3:27])[CH3:26]>ClCCl>[Si:25]([O:32][CH2:33][CH:34]1[CH2:35][C:36]([CH2:1][Br:5])=[CH:37][CH2:38]1)([C:28]([CH3:31])([CH3:30])[CH3:29])([CH3:27])[CH3:26]. Procedure: The carbon tetrabromide (1.39 g, 4.2 mmol) and triphenylphosphine (1.37 g, 5.2 mmol) were added in dichloromethane solution of (4-t-Butyldimethylsilyloxymethylcyclopent-1-en-1-yl)methyl alcohol (0.85 g, 3.5 mmol) under ice bath and then stirred for 30 min at 0° C. The reaction mixture was stirred for overnight at room temperature, extracted with dichloromethane, dried with MgSO4, filtered, concentrated and separated by column chromatography to give a desirable product (0.53 g). Reactants: CCOC(C)=O, Clc1ccnc2cccnc12, Oc1ccc(F)cc1, [Na+], [OH-]. Product: Fc1ccc(Oc2ccnc3cccnc23)cc1. As a reaction SMILES: [CH3:20][CH2:21][O:22][C:23](=[O:24])[CH3:25].[Cl:1][c:2]1[cH:3][cH:4][n:5][c:6]2[cH:7][cH:8][cH:9][n:10][c:11]12.[F:12][c:13]1[cH:14][cH:15][c:16]([OH:19])[cH:17][cH:18]1.[Na+:27].[OH-:26]>>[c:2]1([O:19][c:16]2[cH:15][cH:14][c:13]([F:12])[cH:18][cH:17]2)[cH:3][cH:4][n:5][c:6]2[cH:7][cH:8][cH:9][n:10][c:11]12. The reactants are C(N)(OCC1C2=C(C=C(C=C2N2CC3NC3C1(O2)O)C=O)O)=O (4-formyl-6,9-dihydroxy-14-oxa-1,11-diazatetracyclo[7.4.1.02,7.010,12 ]tetradeca-2,4,6-trien-8-ylmethyl carbamate), [BH4-].[Na+] (sodium borohydride). The solvent is CO (methanol). Conditions: time 1 hour. Product: C(N)(OCC1C2=C(C=C(C=C2N2CC3NC3C1(O2)O)CO)O)=O (6,9-dihydroxy-4-hydroxymethyl-14-oxa-1,11-diazatetracyclo[7.4.1.02,7.010,12 ]tetradeca-2,4,6-trien-8-ylmethyl carbamate). RXN SMILES: [C:1](=[O:23])([O:3][CH2:4][CH:5]1[C:17]2([OH:19])[O:18][N:12]([CH2:13][CH:14]3[CH:16]2[NH:15]3)[C:11]2[C:6]1=[C:7]([OH:22])[CH:8]=[C:9]([CH:20]=[O:21])[CH:10]=2)[NH2:2].[BH4-].[Na+]>CO>[C:1](=[O:23])([O:3][CH2:4][CH:5]1[C:17]2([OH:19])[O:18][N:12]([CH2:13][CH:14]3[CH:16]2[NH:15]3)[C:11]2[C:6]1=[C:7]([OH:22])[CH:8]=[C:9]([CH2:20][OH:21])[CH:10]=2)[NH2:2] |f:1.2|. Procedure details: To a solution of 4-formyl-6,9-dihydroxy-14-oxa-1,11-diazatetracyclo[7.4.1.02,7.010,12 ]tetradeca-2,4,6-trien-8-ylmethyl carbamate (30 mg) in methanol (3 ml) was added sodium borohydride (40 mg), and the mixture was stirred at room temperature for 1 hour. After evaporation of the solvent, the residue was subjected to column chromatography on non-ionic adsorption resin "Diaion HP-20" (Trade Mark, maker Mitsubishi Chemical Industries Ltd.). Elution was carried out with 50% methanol, and fractions c... Starting materials: [BH4-], CO, C(=NCCc1ccccc1)c1ccccc1OCCCN1CCCCC1, [Na+]. Product: c1ccc(CCNCc2ccccc2OCCCN2CCCCC2)cc1. RXN SMILES: [BH4-:27].[CH3:29][OH:30].[N:1]1([CH2:7][CH2:8][CH2:9][O:10][c:11]2[c:12]([CH:17]=[N:18][CH2:19][CH2:20][c:21]3[cH:22][cH:23][cH:24][cH:25][cH:26]3)[cH:13][cH:14][cH:15][cH:16]2)[CH2:2][CH2:3][CH2:4][CH2:5][CH2:6]1.[Na+:28]>>[N:1]1([CH2:7][CH2:8][CH2:9][O:10][c:11]2[c:12]([CH2:17][NH:18][CH2:19][CH2:20][c:21]3[cH:22][cH:23][cH:24][cH:25][cH:26]3)[cH:13][cH:14][cH:15][cH:16]2)[CH2:2][CH2:3][CH2:4][CH2:5][CH2:6]1. Starting materials: O=C1NCc2cccnc2N1c1cccc(Br)c1, C#CCBr, CN(C)C=O, [H-], [Na+], O. Product: C#CCN1Cc2cccnc2N(c2cccc(Br)c2)C1=O. RXN SMILES: [Br:1][c:2]1[cH:3][c:4]([N:8]2[C:9](=[O:18])[NH:10][CH2:11][c:12]3[c:13]2[n:14][cH:15][cH:16][cH:17]3)[cH:5][cH:6][cH:7]1.[CH2:26]([C:27]#[CH:28])[Br:29].[CH3:19][N:20]([CH3:21])[CH:22]=[O:23].[H-:24].[Na+:25].[OH2:30]>>[Br:1][c:2]1[cH:3][c:4]([N:8]2[C:9](=[O:18])[N:10]([CH2:28][C:27]#[CH:26])[CH2:11][c:12]3[c:13]2[n:14][cH:15][cH:16][cH:17]3)[cH:5][cH:6][cH:7]1. Run in Br (hydrobromic acid), O (water). Procedure: Heat and stir a mixture of 0.850 g (0.0028 moles) of the product of step D in 12 ml of 48% hydrobromic acid at 100° C. for 16 hours. Dilute with 75 ml of water and heat on a steam bath to dissolve. Adjust to about pH 8 with solid sodium bicarbonate, filter, and wash the resulting precipitate with water. Recrystallize from ethanol to obtain analytically pure (S)-7-chloro-8-hydroxy-3-methyl-1-phenyl-2,3,4,5-tetrahydro-1H-3-benzazepine, m.p. 188°-189° C. [α]D26 =+44.8° (c=1, dimethylformamide). The product is ClC1=CC2=C([C@@H](CN(CC2)C)C2=CC=CC=C2)C=C1O ((S)-7-chloro-8-hydroxy-3-methyl-1-phenyl-2,3,4,5-tetrahydro-1H-3-benzazepine). Starting materials: ClC1=CC2=C([C@@H](CN(CC2)C)C2=CC=CC=C2)C=C1OC ((S)-7-chloro-8-methoxy-3-methyl-1-phenyl-2,3,4,5-tetrahydro-1H-3-benzazepine), C([O-])(O)=O.[Na+] (sodium bicarbonate). As a reaction SMILES: [Cl:1][C:2]1[C:19]([O:20]C)=[CH:18][C:5]2[C@H:6]([C:12]3[CH:17]=[CH:16][CH:15]=[CH:14][CH:13]=3)[CH2:7][N:8]([CH3:11])[CH2:9][CH2:10][C:4]=2[CH:3]=1.C(=O)(O)[O-].[Na+]>Br.O>[Cl:1][C:2]1[C:19]([OH:20])=[CH:18][C:5]2[C@H:6]([C:12]3[CH:17]=[CH:16][CH:15]=[CH:14][CH:13]=3)[CH2:7][N:8]([CH3:11])[CH2:9][CH2:10][C:4]=2[CH:3]=1 |f:1.2|. The reactants are COC1=CC=C(C=C1)N=NC1=C(C(=CC2=CC=CC=C12)OCCCCCCCCCCCCCCCCCC)O (1-(p-methoxyphenylazo)-3-octadecyloxy-2-naphthol), C(C)O (ethanol), solution, S(=O)([O-])S(=O)[O-].[Na+].[Na+] (sodium dithionite). Solvent: O (water). Yields the product NC1=C(C(=CC2=CC=CC=C12)OCCCCCCCCCCCCCCCCCC)O (1-Amino-3-octadecyloxy-2-naphthol). RXN SMILES: COC1C=CC(N=[N:10][C:11]2[C:20]3[C:15](=[CH:16][CH:17]=[CH:18][CH:19]=3)[CH:14]=[C:13]([O:21][CH2:22][CH2:23][CH2:24][CH2:25][CH2:26][CH2:27][CH2:28][CH2:29][CH2:30][CH2:31][CH2:32][CH2:33][CH2:34][CH2:35][CH2:36][CH2:37][CH2:38][CH3:39])[C:12]=2[OH:40])=CC=1.C(O)C.S(S([O-])=O)([O-])=O.[Na+].[Na+]>O>[NH2:10][C:11]1[C:20]2[C:15](=[CH:16][CH:17]=[CH:18][CH:19]=2)[CH:14]=[C:13]([O:21][CH2:22][CH2:23][CH2:24][CH2:25][CH2:26][CH2:27][CH2:28][CH2:29][CH2:30][CH2:31][CH2:32][CH2:33][CH2:34][CH2:35][CH2:36][CH2:37][CH2:38][CH3:39])[C:12]=1[OH:40] |f:2.3.4|. Procedure: To a mixture of 17 g (0.031 mole) 1-(p-methoxyphenylazo)-3-octadecyloxy-2-naphthol and 700 ml ethanol was added a solution 13.5 g (0.070 mole) sodium dithionite in 80 ml water. The mixture was refluxed for 2.5 hours, cooled, and filtered. The while solid, 11 g, was recrystallized from a mixture of hexane and ethyl acetate to give an off-white solid, m.p. 97°-99° C.